From a dataset of the Open Reaction Database (ORD), a public repository of structured organic reaction records. describe an organic reaction: reactants, conditions, products, and yield The reactants are O (water), C([O-])(O)=O.[Na+] (sodium bicarbonate), C(#N)C1CN(C1)C([C@@H](C1CC1)NC(=O)C1=CN(C2=NC=C(N=C21)Br)COCC[Si](C)(C)C)=O (2-Bromo-5-(2-trimethylsilanyl-ethoxymethyl)-5H-pyrrolo[2,3-b]pyrazine-7-carboxylic acid [(R)-2-(3-cyano-azetidin-1-yl)-1-cyclopropyl-2-oxo-ethyl]-amide), CC=1N(C=C(N1)[Sn](CCCC)(CCCC)CCCC)C1=CC=CC=C1 (2-methyl-1-phenyl-4-tributylstannanyl-1H-imidazole). The reagents and catalysts are C=1C=CC(=CC1)[P](C=2C=CC=CC2)(C=3C=CC=CC3)[Pd]([P](C=4C=CC=CC4)(C=5C=CC=CC5)C=6C=CC=CC6)([P](C=7C=CC=CC7)(C=8C=CC=CC8)C=9C=CC=CC9)[P](C=1C=CC=CC1)(C=1C=CC=CC1)C=1C=CC=CC1 (Tetrakis(triphenylphosphine)palladium), [Cu]I (copper (I) iodide). Run in ClCCl (dichloromethane), CN(C)C=O (DMF). Conditions: temperature 80 celsius, time 18 hour. The product is C(#N)C1CN(C1)C([C@@H](C1CC1)NC(=O)C1=CN(C2=NC=C(N=C21)C=2N=C(N(C2)C2=CC=CC=C2)C)COCC[Si](C)(C)C)=O (2-(2-methyl-1-phenyl-1H-imidazol-4-yl)-5-(2-trimethylsilanyl-ethoxymethyl)-5H-pyrrolo[2,3-b]pyrazine-7-carboxylic acid [(R)-2-(3-cyano-azetidin-1-yl)-1-cyclopropyl-2-oxo-ethyl]-amide). Yield: 59.2%. RXN SMILES: [C:1]([CH:3]1[CH2:6][N:5]([C:7](=[O:33])[C@H:8]([NH:12][C:13]([C:15]2[C:23]3[C:18](=[N:19][CH:20]=[C:21](Br)[N:22]=3)[N:17]([CH2:25][O:26][CH2:27][CH2:28][Si:29]([CH3:32])([CH3:31])[CH3:30])[CH:16]=2)=[O:14])[CH:9]2[CH2:11][CH2:10]2)[CH2:4]1)#[N:2].[CH3:34][C:35]1[N:36]([C:53]2[CH:58]=[CH:57][CH:56]=[CH:55][CH:54]=2)[CH:37]=[C:38]([Sn](CCCC)(CCCC)CCCC)[N:39]=1.O.C(=O)(O)[O-].[Na+]>CN(C=O)C.C1C=CC([P]([Pd]([P](C2C=CC=CC=2)(C2C=CC=CC=2)C2C=CC=CC=2)([P](C2C=CC=CC=2)(C2C=CC=CC=2)C2C=CC=CC=2)[P](C2C=CC=CC=2)(C2C=CC=CC=2)C2C=CC=CC=2)(C2C=CC=CC=2)C2C=CC=CC=2)=CC=1.[Cu]I.ClCCl>[C:1]([CH:3]1[CH2:6][N:5]([C:7](=[O:33])[C@H:8]([NH:12][C:13]([C:15]2[C:23]3[C:18](=[N:19][CH:20]=[C:21]([C:38]4[N:39]=[C:35]([CH3:34])[N:36]([C:53]5[CH:58]=[CH:57][CH:56]=[CH:55][CH:54]=5)[CH:37]=4)[N:22]=3)[N:17]([CH2:25][O:26][CH2:27][CH2:28][Si:29]([CH3:32])([CH3:31])[CH3:30])[CH:16]=2)=[O:14])[CH:9]2[CH2:11][CH2:10]2)[CH2:4]1)#[N:2] |f:3.4,^1:73,75,94,113|. Procedure: 2-Bromo-5-(2-trimethylsilanyl-ethoxymethyl)-5H-pyrrolo[2,3-b]pyrazine-7-carboxylic acid [(R)-2-(3-cyano-azetidin-1-yl)-1-cyclopropyl-2-oxo-ethyl]-amide (115 mg, 0.188 mmol) and 2-methyl-1-phenyl-4-tributylstannanyl-1H-imidazole (101 mg, 0.225 mmol) were dissolved in 1.9 mL of DMF and the mixture was purged with Ar gas. Tetrakis(triphenylphosphine)palladium (10.8 mg, 0.0094 mmol) and then copper (I) iodide (7.1 mg, 0.038 mmol) were added and the reaction was sealed and stirred in an 80° C. oil ba... The reactants are CC(C)(C)OC(=O)Cc1ccc(Oc2ccc(C(=O)NCCc3ccc(Cl)cc3)cc2)c(CNC(=O)c2cccnc2)c1, ClCCl, O=C(O)C(F)(F)F. Product: O=C(O)Cc1ccc(Oc2ccc(C(=O)NCCc3ccc(Cl)cc3)cc2)c(CNC(=O)c2cccnc2)c1. RXN SMILES: [Cl:1][c:2]1[cH:3][cH:4][c:5]([CH2:6][CH2:7][NH:8][C:9](=[O:10])[c:11]2[cH:12][cH:13][c:14]([O:15][c:16]3[c:17]([CH2:30][NH:31][C:32]([c:33]4[cH:34][n:35][cH:36][cH:37][cH:38]4)=[O:39])[cH:18][c:19]([CH2:22][C:23](=[O:24])[O:25][C:26]([CH3:27])([CH3:28])[CH3:29])[cH:20][cH:21]3)[cH:40][cH:41]2)[cH:42][cH:43]1.[Cl:51][CH2:52][Cl:53].[F:44][C:45]([F:46])([F:47])[C:48]([OH:49])=[O:50]>>[Cl:1][c:2]1[cH:3][cH:4][c:5]([CH2:6][CH2:7][NH:8][C:9](=[O:10])[c:11]2[cH:12][cH:13][c:14]([O:15][c:16]3[c:17]([CH2:30][NH:31][C:32]([c:33]4[cH:34][n:35][cH:36][cH:37][cH:38]4)=[O:39])[cH:18][c:19]([CH2:22][C:23](=[O:24])[OH:25])[cH:20][cH:21]3)[cH:40][cH:41]2)[cH:42][cH:43]1. The reactants are C(C1=CC=CC=C1)O (benzyl alcohol), CN(C=O)C (dimethylformamide), epoxide, peracid, C(CCCCCCCCCCCCCCCCC)OCCC=C (octadecyl-3-butenyl ether), CN(C=O)C (dimethylformamide). Run at temperature 80 celsius. Yields the product C(C1=CC=CC=C1)OCC(CCOCCCCCCCCCCCCCCCCCC)O (1-benzyloxy-4-octadecyloxy-butane-2-ol). RXN SMILES: [CH2:1]([OH:8])[C:2]1[CH:7]=[CH:6][CH:5]=[CH:4][CH:3]=1.[CH2:9]([O:27][CH2:28][CH2:29][CH:30]=[CH2:31])[CH2:10][CH2:11][CH2:12][CH2:13][CH2:14][CH2:15][CH2:16][CH2:17][CH2:18][CH2:19][CH2:20][CH2:21][CH2:22][CH2:23][CH2:24][CH2:25][CH3:26].CN(C)C=[O:35]>>[CH2:1]([O:8][CH2:31][CH:30]([OH:35])[CH2:29][CH2:28][O:27][CH2:9][CH2:10][CH2:11][CH2:12][CH2:13][CH2:14][CH2:15][CH2:16][CH2:17][CH2:18][CH2:19][CH2:20][CH2:21][CH2:22][CH2:23][CH2:24][CH2:25][CH3:26])[C:2]1[CH:7]=[CH:6][CH:5]=[CH:4][CH:3]=1. Reported procedure: To 12.0 g of 60% sodium hydride in mineral oil (30 mmol, washed free of oil by the use of petroleum ether) was added 32.4 g (0.3 mol) of benzyl alcohol in 200 ml of dry dimethylformamide. The suspension was heated under a flow of nitrogen to 80° C. and maintained at this temperature for 45 minutes, after which time 66.1 g (0.19 mol) of an epoxide (prepared by the peracid oxidation of octadecyl-3-butenyl ether) in 100 ml of dimethylformamide was added and the temperature maintained at 80° C. for ... The product is CCOC(=O)C1C(=O)N(C)c2ccc(Cl)cc2S1(=O)=O. Reaction SMILES: [C:19](#[N:20])[C:21](=[O:22])[O:23][CH2:24][CH3:25].[CH3:26][N:27]([CH3:28])[CH:29]=[O:30].[Cl:3][c:4]1[cH:5][c:6]2[c:7]([cH:16][cH:17]1)[N:8]([CH3:15])[C:9](=[O:14])[CH2:10][S:11]2(=[O:12])=[O:13].[H-:1].[Na+:2].[Na:18]>>[Cl:3][c:4]1[cH:5][c:6]2[c:7]([cH:16][cH:17]1)[N:8]([CH3:15])[C:9](=[O:14])[CH:10]([C:21](=[O:22])[O:23][CH2:24][CH3:25])[S:11]2(=[O:12])=[O:13]. The reactants are CCOC(=O)C#N, CN(C)C=O, CN1C(=O)CS(=O)(=O)c2cc(Cl)ccc21, [H-], [Na+], [Na]. Reactants: C(C1=CC=CC=C1)OC1=CC=C(C=C1)C1=CC2=C(N=CN=C2O)N1 (6-(4-benzyloxyphenyl)-7H-pyrrolo[2,3-d]pyrimidin-4-ol), P(=O)(Cl)(Cl)Cl (phosphorus oxychloride). Conditions: temperature 140 celsius, time 3 hour. Product: C(C1=CC=CC=C1)OC1=CC=C(C=C1)C1=CC2=C(N=CN=C2Cl)N1 (6-(4-Benzyloxyphenyl)-4-chloro-7H-pyrrolo[2,3-d]pyrimidine). As a reaction SMILES: [CH2:1]([O:8][C:9]1[CH:14]=[CH:13][C:12]([C:15]2[NH:24][C:18]3[N:19]=[CH:20][N:21]=[C:22](O)[C:17]=3[CH:16]=2)=[CH:11][CH:10]=1)[C:2]1[CH:7]=[CH:6][CH:5]=[CH:4][CH:3]=1.P(Cl)(Cl)([Cl:27])=O>>[CH2:1]([O:8][C:9]1[CH:14]=[CH:13][C:12]([C:15]2[NH:24][C:18]3[N:19]=[CH:20][N:21]=[C:22]([Cl:27])[C:17]=3[CH:16]=2)=[CH:11][CH:10]=1)[C:2]1[CH:7]=[CH:6][CH:5]=[CH:4][CH:3]=1. Procedure details: After adding 200 ml of phosphorus oxychloride to 20 g of the 6-(4-benzyloxyphenyl)-7H-pyrrolo[2,3-d]pyrimidin-4-ol synthesized in Production Example 153-2, the mixture was stirred at 140° C. for 3 hours and the reaction system was concentrated at room temperature. Ice water was added to the residue, and liquid separation and extraction were performed with an ethyl acetate:tetrahydrofuran (5:1) mixed solvent. The organic layer was washed with water and saturated saline, dried over sodium sulfate ... The solvent is O (water), C1(=CC=CC=C1)C (toluene). RXN SMILES: [OH:1][C@H:2]1[CH2:7][CH2:6][C@H:5]([N:8]2[CH2:13][N:12]([CH3:14])[C:11](=[O:15])[N:10]([CH3:16])[CH2:9]2)[CH2:4][CH2:3]1.Br[CH2:18][C:19]([O:21][C:22]([CH3:25])([CH3:24])[CH3:23])=[O:20].[OH-].[Na+]>C1(C)C=CC=CC=1.S([O-])(O)(=O)=O.C([N+](CCCC)(CCCC)CCCC)CCC.O>[C:22]([O:21][C:19]([CH2:18][O:1][C@H:2]1[CH2:3][CH2:4][C@H:5]([N:8]2[CH2:9][N:10]([CH3:16])[C:11](=[O:15])[N:12]([CH3:14])[CH2:13]2)[CH2:6][CH2:7]1)=[O:20])([CH3:25])([CH3:24])[CH3:23] |f:2.3,5.6|. The reagents and catalysts are S(=O)(=O)(O)[O-].C(CCC)[N+](CCCC)(CCCC)CCCC (tetra-n-butylammonium hydrogensulfate). The reactants are [OH-].[Na+] (sodium hydroxide), O[C@@H]1CC[C@H](CC1)N1CN(C(N(C1)C)=O)C (trans-5-(4-Hydroxycyclohexyl) -1 , 3-dimethylhexahydro-2-oxo-1,3,5-triazine), BrCC(=O)OC(C)(C)C (t-butyl bromoacetate). Yield: 45.3%. Conditions: time 15 hour. Procedure: trans-5-(4-Hydroxycyclohexyl) -1 , 3-dimethylhexahydro-2-oxo-1,3,5-triazine (1.00 g, 4.40 mmol) and t-butyl bromoacetate (1.29 g, 6.60 mmol) were dissolved in toluene (13 ml), and tetra-n-butylammonium hydrogensulfate (45 mg, 0.13 mmol) was added to the mixture. A solution of sodium hydroxide (13.2 g, 330 mmol) dissolved in water (13.2 ml) was dropwise added, and the mixture was stirred at room temperature for 15 hours. The organic layer was partitioned, washed with water and dried over anhydrou... Yields the product C(C)(C)(C)OC(=O)CO[C@@H]1CC[C@H](CC1)N1CN(C(N(C1)C)=O)C (trans-5-[4-[(t-butoxycarbonyl)methyloxy]cyclohexyl]-1,3-dimethylhexahydro-2-oxo-1,3,5-triazine). The reactants are C(C)(C)(C)C1=NN(C(=C1)C1=CC=CC=C1)CC1=CC=C(CNC2=CC(=C(C=C2)CCC(=O)OCC)F)C=C1 (ethyl 3-[4-({4-[(3-tert-butyl-5-phenyl-1H-pyrazol-1-yl)methyl]benzyl}amino)-2-fluorophenyl]propanoate), [OH-].[Na+] (sodium hydroxide), C(CC(O)(C(=O)O)CC(=O)O)(=O)O (citric acid), O (water). The solvent is C(C)O (ethanol), O1CCCC1 (tetrahydrofuran). Run at time 2 hour. Yields the product C(C)(C)(C)C1=NN(C(=C1)C1=CC=CC=C1)CC1=CC=C(CNC2=CC(=C(C=C2)CCC(=O)O)F)C=C1 (3-[4-({4-[(3-tert-butyl-5-phenyl-1H-pyrazol-1-yl)methyl]benzyl}amino)-2-fluorophenyl]propanoic acid). Yield: 64.6%. As a reaction SMILES: [C:1]([C:5]1[CH:9]=[C:8]([C:10]2[CH:15]=[CH:14][CH:13]=[CH:12][CH:11]=2)[N:7]([CH2:16][C:17]2[CH:38]=[CH:37][C:20]([CH2:21][NH:22][C:23]3[CH:28]=[CH:27][C:26]([CH2:29][CH2:30][C:31]([O:33]CC)=[O:32])=[C:25]([F:36])[CH:24]=3)=[CH:19][CH:18]=2)[N:6]=1)([CH3:4])([CH3:3])[CH3:2].[OH-].[Na+].O.C(O)(=O)CC(CC(O)=O)(C(O)=O)O>C(O)C.O1CCCC1>[C:1]([C:5]1[CH:9]=[C:8]([C:10]2[CH:11]=[CH:12][CH:13]=[CH:14][CH:15]=2)[N:7]([CH2:16][C:17]2[CH:38]=[CH:37][C:20]([CH2:21][NH:22][C:23]3[CH:28]=[CH:27][C:26]([CH2:29][CH2:30][C:31]([OH:33])=[O:32])=[C:25]([F:36])[CH:24]=3)=[CH:19][CH:18]=2)[N:6]=1)([CH3:4])([CH3:2])[CH3:3] |f:1.2|. Procedure details: To a solution of ethyl 3-[4-({4-[(3-tert-butyl-5-phenyl-1H-pyrazol-1-yl)methyl]benzyl}amino)-2-fluorophenyl]propanoate (150 mg, 0.29 mmol) in ethanol (5 mL) and tetrahydrofuran (5 mL) was added 1 M aqueous sodium hydroxide solution (2 mL), and the mixture was stirred at room temperature for 2 hr. The reaction mixture was poured into water, and the mixture was weakly acidified with 10% aqueous citric acid solution and extracted with ethyl acetate. The ethyl acetate layer was dried using a Presep ... The reactants are C([O-])([O-])=O.[K+].[K+] (potassium carbonate), BrCCCOC1=CC=C(C=C1)C1=NOC2=C1C=CC(=C2)F (3-[4-(3-bromo-propoxy)-phenyl]-6-fluoro-benzo[d]isoxazole), Cl.S1C=C(C=C1)NC (thiophen-3-yl-methylamine hydrochloride), C([O-])([O-])=O.[K+].[K+] (potassium carbonate), [I-].[K+] (potassium iodide), C(C)#N (acetonitrile). Product: FC1=CC2=C(C(=NO2)C2=CC=C(OCCCNCC3=CSC=C3)C=C2)C=C1 ({3-[4-(6-fluoro-benzo[d]isoxazol-3-yl)-phenoxy]-propyl}-thiophen-3-ylmethyl-amine). As a reaction SMILES: Br[CH2:2][CH2:3][CH2:4][O:5][C:6]1[CH:11]=[CH:10][C:9]([C:12]2[C:16]3[CH:17]=[CH:18][C:19]([F:21])=[CH:20][C:15]=3[O:14][N:13]=2)=[CH:8][CH:7]=1.Cl.[S:23]1[CH:27]=[CH:26][C:25](NC)=[CH:24]1.C(=O)([O-])[O-].[K+].[K+].[I-].[K+].[C:38](#[N:40])C>>[F:21][C:19]1[CH:18]=[CH:17][C:16]2[C:12]([C:9]3[CH:10]=[CH:11][C:6]([O:5][CH2:4][CH2:3][CH2:2][NH:40][CH2:38][C:25]4[CH:26]=[CH:27][S:23][CH:24]=4)=[CH:7][CH:8]=3)=[N:13][O:14][C:15]=2[CH:20]=1 |f:1.2,3.4.5,6.7|. Procedure: The title compound is prepared from a mixture of 3-[4-(3-bromo-propoxy)-phenyl]-6-fluoro-benzo[d]isoxazole, thiophen-3-yl-methylamine hydrochloride (Table No. 1, SM 1), potassium carbonate, potassium iodide and 4% aqueous acetonitrile essentially as described above in Example 13 except that 3.2 equivalents of potassium carbonate is used. Purity by LC/MS=95%, [M+H]+=383. Run at time 22 hour. The product is FC1=CC2=C(N(C3=C(C=4N2C(N(N4)CCN4CCN(CC4)C)=O)C=CC=N3)C(CN(CCC)CCC)=O)C=C1F (6,7-difluoro-2.9-dihydro-2-[2-(4-methylpiperazino)ethyl]-9-[(dipropylamino)acetyl]-3H-pyrido[3,2-c]-s-triazolo[4,3-a][1,5]-benzodiazepin-3-one). Reported procedure: In the manner given in Example 25, to 6,7-difluoro-2,9-dihydro-9-[ (dipropylamino)acetyl]-3H-pyrido[3,2-c]-s-triazolo[4,3-a][1,5]benzodiazepin-3-one in dimethylforamide is added a solution of sodium hydrided in mineral oil. The mixture is allowed to react at about 95°C. for 40 minutes and after cooling [2-(4-methylpiperazino)-ethyl]chloride in xylene is added. The mixture is kept at 95°-100° C. for a period of 22 hours, evaporated and worked up as in example 25 to give 6,7-difluoro-2.9-dihydro-2... The solvent is CN(C=O)C (dimethylforamide), C=1(C(=CC=CC1)C)C (xylene). RXN SMILES: [F:1][C:2]1[C:30]([F:31])=[CH:29][C:5]2[N:6]([C:19](=[O:28])[CH2:20][N:21]([CH2:25][CH2:26][CH3:27])[CH2:22][CH2:23][CH3:24])[C:7]3[N:18]=[CH:17][CH:16]=[CH:15][C:8]=3[C:9]3[N:10]([C:11](=[O:14])[NH:12][N:13]=3)[C:4]=2[CH:3]=1.[Na].[CH3:33][N:34]1[CH2:39][CH2:38][N:37]([CH2:40][CH2:41]Cl)[CH2:36][CH2:35]1>CN(C)C=O.C1(C)C(C)=CC=CC=1>[F:1][C:2]1[C:30]([F:31])=[CH:29][C:5]2[N:6]([C:19](=[O:28])[CH2:20][N:21]([CH2:25][CH2:26][CH3:27])[CH2:22][CH2:23][CH3:24])[C:7]3[N:18]=[CH:17][CH:16]=[CH:15][C:8]=3[C:9]3[N:10]([C:11](=[O:14])[N:12]([CH2:41][CH2:40][N:37]4[CH2:38][CH2:39][N:34]([CH3:33])[CH2:35][CH2:36]4)[N:13]=3)[C:4]=2[CH:3]=1 |^1:31|. The reactants are FC1=CC2=C(N(C3=C(C=4N2C(NN4)=O)C=CC=N3)C(CN(CCC)CCC)=O)C=C1F (6,7-difluoro-2,9-dihydro-9-[ (dipropylamino)acetyl]-3H-pyrido[3,2-c]-s-triazolo[4,3-a][1,5]benzodiazepin-3-one), [Na] (sodium), CN1CCN(CC1)CCCl ([2-(4-methylpiperazino)-ethyl]chloride). Starting materials: Cl.C(C)(C)(C)C1=CC(=NO1)N (5-tert-butyl-isoxazol-3-ylamine hydrochloride), C1(=CC=CC=C1)C (toluene), COC(C(CCC)NC(=O)OC(C)(C)C)=O (2-tert-butoxycarbonylamino-pentanoic acid methyl ester). The solvent is C1CCOC1 (THF), C1CCOC1 (THF). Conditions: time 1 hour. Yields the product C(C)(C)(C)OC(NC(CCC)C(NC1=NOC(=C1)C(C)(C)C)=O)=O ([1-(5-tert-Butyl-isoxazol-3-ylcarbamoyl)-butyl]-carbamic acid tert-butyl ester). Isolated yield 141.2%. As a reaction SMILES: Cl.[C:2]([C:6]1[O:10][N:9]=[C:8]([NH2:11])[CH:7]=1)([CH3:5])([CH3:4])[CH3:3].C1(C)C=CC=CC=1.C[O:20][C:21](=O)[CH:22]([NH:26][C:27]([O:29][C:30]([CH3:33])([CH3:32])[CH3:31])=[O:28])[CH2:23][CH2:24][CH3:25]>C1COCC1>[C:30]([O:29][C:27](=[O:28])[NH:26][CH:22]([C:21](=[O:20])[NH:11][C:8]1[CH:7]=[C:6]([C:2]([CH3:5])([CH3:4])[CH3:3])[O:10][N:9]=1)[CH2:23][CH2:24][CH3:25])([CH3:31])([CH3:32])[CH3:33] |f:0.1|. Procedure details: To a solution of 5-tert-butyl-isoxazol-3-ylamine hydrochloride (1.22 g, 8.69 mmol) in THF was added 2 M AIMe3 in toluene (4.3 ml, 8.6 mmol) at room temperature and stirred for 1 hr. A solution of 2-tert-butoxycarbonylamino-pentanoic acid methyl ester (1.005 g, 4.34 mmol) in THF was added and the resulting mixture was stirred at room temperature over the weekend. The mixture was quenched with Rochelle salt and extracted with ethyl acetate. The organic layer was separated, dried and concentrated t...